This data is from the Open Reaction Database (ORD), a public repository of structured organic reaction records. The task is: describe an organic reaction: reactants, conditions, products, and yield The reactants are C(=O)OC(C)=O (acetic formic anhydride), C(C)(=O)OC(C)=O (acetic anhydride), N1=CC(=CC2=CC=CC=C12)NC=O (N-(3-quinolyl)formamide), C(C)(=O)O (acetic acid). The reagents and catalysts are [Pt]=O (platinum oxide). Solvent: C1CCOC1 (THF), C(=O)O (formic acid), CO (methanol). Reaction conditions: time 15 minute. Yields the product C(=O)N1CC(CC2=CC=CC=C12)NC=O (N-(1-Formyl-1,2,3,4-tetrahydro-3-quinolyl)formamide). The yield is 69.0%. As a reaction SMILES: [N:1]1[C:10]2[C:5](=[CH:6][CH:7]=[CH:8][CH:9]=2)[CH:4]=[C:3]([NH:11][CH:12]=[O:13])[CH:2]=1.[C:14](O)(=[O:16])C.C(OC(=O)C)=O.C(OC(=O)C)(=O)C>C1COCC1.[Pt]=O.CO.C(O)=O>[CH:14]([N:1]1[C:10]2[C:5](=[CH:6][CH:7]=[CH:8][CH:9]=2)[CH2:4][CH:3]([NH:11][CH:12]=[O:13])[CH2:2]1)=[O:16]. Reported procedure: A mixture of N-(3-quinolyl)formamide (30.0 g, 0.175 tool), platinum oxide (2.0 g) and acetic acid (300 mL) was hydrogenated (50 lb. initial H2 pressure) until 2 equivalents of H2 were consumed (reaction time 3 hours). The mixture was filtered through celite and the acetic acid removed under reduced pressure. It was dissolved in ethyl acetate and washed with NaOH solution and water. Evaporation of the ethyl acetate gave 29.4 g of crude material. This was dissolved in 200 mL THF and acetic formic ... Reaction SMILES: [CH3:20][C:21](=[O:22])[OH:23].[OH:16][N+:17]([O-:18])=[O:19].[OH:1][c:2]1[c:3]([O:12][C:13]([CH3:14])=[O:15])[cH:4][c:5]2[c:9]([cH:10]1)[CH2:8][O:7][C:6]2=[O:11]>>[OH:1][c:2]1[c:3]([O:12][C:13]([CH3:14])=[O:15])[cH:4][c:5]2[c:9]([c:10]1[N+:17](=[O:16])[O-:18])[CH2:8][O:7][C:6]2=[O:11]. Starting materials: CC(=O)O, O=[N+]([O-])O, CC(=O)Oc1cc2c(cc1O)COC2=O. Yields the product CC(=O)Oc1cc2c(c([N+](=O)[O-])c1O)COC2=O. Starting materials: C(C)N(S(=O)(=O)C=1C=NC(=CC1)[Sn](C)(C)C)C (N-ethyl-N-methyl-6-(trimethylstannyl)pyridine-3-sulfonamide), NC1=NC=C(C=C1C=1C=C2CCNC(C2=CC1)=O)Br (6-(2-amino-5-bromopyridin-3-yl)-3,4-dihydroisoquinolin-1(2H)-one). The reagents and catalysts are C=1C=CC(=CC1)[P](C=2C=CC=CC2)(C=3C=CC=CC3)[Pd]([P](C=4C=CC=CC4)(C=5C=CC=CC5)C=6C=CC=CC6)([P](C=7C=CC=CC7)(C=8C=CC=CC8)C=9C=CC=CC9)[P](C=1C=CC=CC1)(C=1C=CC=CC1)C=1C=CC=CC1 (Pd(PPh3)4). Run in O1CCOCC1 (dioxane). Run at temperature 90 celsius. The product is NC1=C(C=C(C=N1)C1=NC=C(C=C1)S(=O)(=O)N(C)CC)C=1C=C2CCNC(C2=CC1)=O (6′-amino-N-ethyl-N-methyl-5′-(1-oxo-1,2,3,4-tetrahydroisoquinolin-6-yl)-[2,3′-bipyridine]-5-sulfonamide). The yield is 51.0%. Reaction SMILES: [CH2:1]([N:3]([CH3:17])[S:4]([C:7]1[CH:8]=[N:9][C:10]([Sn](C)(C)C)=[CH:11][CH:12]=1)(=[O:6])=[O:5])[CH3:2].[NH2:18][C:19]1[C:24]([C:25]2[CH:26]=[C:27]3[C:32](=[CH:33][CH:34]=2)[C:31](=[O:35])[NH:30][CH2:29][CH2:28]3)=[CH:23][C:22](Br)=[CH:21][N:20]=1>O1CCOCC1.C1C=CC([P]([Pd]([P](C2C=CC=CC=2)(C2C=CC=CC=2)C2C=CC=CC=2)([P](C2C=CC=CC=2)(C2C=CC=CC=2)C2C=CC=CC=2)[P](C2C=CC=CC=2)(C2C=CC=CC=2)C2C=CC=CC=2)(C2C=CC=CC=2)C2C=CC=CC=2)=CC=1>[NH2:18][C:19]1[N:20]=[CH:21][C:22]([C:10]2[CH:11]=[CH:12][C:7]([S:4]([N:3]([CH2:1][CH3:2])[CH3:17])(=[O:6])=[O:5])=[CH:8][N:9]=2)=[CH:23][C:24]=1[C:25]1[CH:26]=[C:27]2[C:32](=[CH:33][CH:34]=1)[C:31](=[O:35])[NH:30][CH2:29][CH2:28]2 |^1:46,48,67,86|. Reported procedure: A mixture of N-ethyl-N-methyl-6-(trimethylstannyl)pyridine-3-sulfonamide (225 mg, 0.6 mmol) and 6-(2-amino-5-bromopyridin-3-yl)-3,4-dihydroisoquinolin-1(2H)-one (190 mg, 0.6 mmol) and Pd(PPh3)4 (34 mg, 0.03 mmol) in dioxane (3 mL) was degassed and heated to 90° C. At completion, the reaction was cooled to room temperature and concentrated. The residue was purified by flash chromatography over silica gel to provide 6′-amino-N-ethyl-N-methyl-5′-(1-oxo-1,2,3,4-tetrahydroisoquinolin-6-yl)-[2,3′-bipy... Reactants: BrC=1C(=C2CCC(NC2=CC1)=S)C1CC1 (6-bromo-5-cyclopropyl-3,4-dihydroquinoline-2(1H)-thione), C(C)(=O)NN (acetic hydrazide). Solvent: C(CCC)O (n-butanol). Reaction conditions: temperature 120 celsius. The product is BrC=1C(=C2CCC=3N(C2=CC1)C(=NN3)C)C3CC3 (7-bromo-6-cyclopropyl-1-methyl-4,5-dihydro-[1,2,4]triazolo[4,3-a]quinoline). Reaction SMILES: [Br:1][C:2]1[C:3]([CH:13]2[CH2:15][CH2:14]2)=[C:4]2[C:9](=[CH:10][CH:11]=1)[NH:8][C:7](=S)[CH2:6][CH2:5]2.[C:16]([NH:19][NH2:20])(=O)[CH3:17]>C(O)CCC>[Br:1][C:2]1[C:3]([CH:13]2[CH2:15][CH2:14]2)=[C:4]2[C:9](=[CH:10][CH:11]=1)[N:8]1[C:16]([CH3:17])=[N:19][N:20]=[C:7]1[CH2:6][CH2:5]2. Procedure details: To a stirred solution of 6-bromo-5-cyclopropyl-3,4-dihydroquinoline-2(1H)-thione (147-7; 0.6 g, 0.00212 mol) in n-butanol (10 mL) was added acetic hydrazide (0.3 g, 0.005 mol). Reaction mass was warmed at 120° C. for 16 h. The reaction mixture was concentrated and directly purified by silica gel column chromatography to obtain title compound. MS (M+1): 305.1.